This data is from the Open Reaction Database (ORD), a public repository of structured organic reaction records. The task is: describe an organic reaction: reactants, conditions, products, and yield Yields the product COCOC1=C(C=CC(=C1)C(F)(F)F)N(C(C)C)S(=O)(=O)C=CCCCC (2-(N-isopropyl-1-hexenylsulfonylamino)-5-trifluoromethylphenyl methoxymethyl ether). RXN SMILES: [CH3:1][O:2][CH2:3][O:4][C:5]1[CH:10]=[C:9]([C:11]([F:14])([F:13])[F:12])[CH:8]=[CH:7][C:6]=1[N:15]([S:19]([CH2:22][CH:23](O)[CH2:24][CH2:25][CH2:26][CH3:27])(=[O:21])=[O:20])[CH:16]([CH3:18])[CH3:17].N12CCCCC1CNCC=C2.Cl>C(Cl)Cl.C(N(CC)CC)C.S(Cl)(C)(=O)=O>[CH3:1][O:2][CH2:3][O:4][C:5]1[CH:10]=[C:9]([C:11]([F:14])([F:13])[F:12])[CH:8]=[CH:7][C:6]=1[N:15]([S:19]([CH:22]=[CH:23][CH2:24][CH2:25][CH2:26][CH3:27])(=[O:20])=[O:21])[CH:16]([CH3:18])[CH3:17]. Procedure: To a solution of 2-(N-isopropyl-2-hydroxyhexylsulfonylamino)-5-trifluoromethylphenyl methoxymethyl ether (160 mg; prepared in Reference Example 31) in methylene chloride (2.0 ml), triethylamine (104 μl) and mesylchloride (35 μl) were added in a stream of argon at 0° C. The mixture was stirred for 10 minutes. To the mixture, 1,5-diazabicyclo[5,4,0]undecene (134 μl) was added. The mixture was stirred for 2 hours at room temperature. To the reaction mixture, diluted HCl was added. The mixture was e... Reactants: COCOC1=C(C=CC(=C1)C(F)(F)F)N(C(C)C)S(=O)(=O)CC(CCCC)O (2-(N-isopropyl-2-hydroxyhexylsulfonylamino)-5-trifluoromethylphenyl methoxymethyl ether), N12C=CCNCC2CCCC1 (1,5-diazabicyclo[5,4,0]undecene), Cl (HCl). Run in C(Cl)Cl (methylene chloride), C(C)N(CC)CC (triethylamine), S(=O)(=O)(C)Cl (mesylchloride). Isolated yield 91.3%. Reaction conditions: time 10 minute. Starting materials: COC1=C(C=O)C=C(C=C1)OC (2,5-dimethoxybenzaldehyde), solution, C(=C)[Mg]Br (vinyl magnesium bromide). The solvent is C1CCOC1 (THF), C1CCOC1 (THF). Conditions: time 4 hour. Yields the product COC1=C(C=C(C=C1)OC)C(O)C=C (2,5-Dimethoxyphenyl vinyl carbinol). As a reaction SMILES: [CH3:1][O:2][C:3]1[CH:10]=[CH:9][C:8]([O:11][CH3:12])=[CH:7][C:4]=1[CH:5]=[O:6].[CH:13]([Mg]Br)=[CH2:14]>C1COCC1>[CH3:1][O:2][C:3]1[CH:10]=[CH:9][C:8]([O:11][CH3:12])=[CH:7][C:4]=1[CH:5]([CH:13]=[CH2:14])[OH:6]. Reported procedure: A solution of 2,5-dimethoxybenzaldehyde (12.0 g, 0.072 mole) in 50 ml of dry THF was added dropwise to 100 ml of 1M solution of vinyl magnesium bromide in THF while keeping the reaction mixture at room temperature with cooling. The mixture was stirred for 4 hours at room temperature and then quenched with saturated NH4Cl solution. The layers were separated and the aqueous portion was extracted with diethyl ether. The combined organic portion was washed with water, dried (MgSO4), and concentrated... Starting materials: COS(=O)(=O)OC, N=C(N)SCc1ccccc1I, [Na+], [OH-], O. Product: CSCc1ccccc1I. As a reaction SMILES: [CH3:15][O:16][S:17]([O:18][CH3:19])(=[O:20])=[O:21].[I:1][c:2]1[c:3]([CH2:4][S:5][C:6](=[NH:7])[NH2:8])[cH:9][cH:10][cH:11][cH:12]1.[Na+:14].[OH-:13].[OH2:22]>>[I:1][c:2]1[c:3]([CH2:4][S:5][CH3:6])[cH:9][cH:10][cH:11][cH:12]1. The reactants are ClC1=NC2=CC=CC=C2C(=N1)Cl (2,4-dichloroquinazoline), COC=1C=C2C=CNC2=CC1 (5-methoxyindole). The product is ClC1=NC2=CC=CC=C2C(=N1)N1C=CC2=CC(=CC=C12)OC (2-Chloro-4-(5-methoxyindol-1-yl)quinazoline), powder. The yield is 28.0%. As a reaction SMILES: [Cl:1][C:2]1[N:11]=[C:10](Cl)[C:9]2[C:4](=[CH:5][CH:6]=[CH:7][CH:8]=2)[N:3]=1.[CH3:13][O:14][C:15]1[CH:16]=[C:17]2[C:21](=[CH:22][CH:23]=1)[NH:20][CH:19]=[CH:18]2>>[Cl:1][C:2]1[N:11]=[C:10]([N:20]2[C:21]3[C:17](=[CH:16][C:15]([O:14][CH3:13])=[CH:23][CH:22]=3)[CH:18]=[CH:19]2)[C:9]2[C:4](=[CH:5][CH:6]=[CH:7][CH:8]=2)[N:3]=1. Procedure: The title compound was prepared from 2,4-dichloroquinazoline (50 mg, 0.251 mmol) and 5-methoxyindole (40 mg, 0.302 mmol) similar to example 1b and was isolated as white powder (14 mg, 28%). 1H NMR (CDCl3): 8.91 (s, 1H), 8.70 (ddd, J=8.4, 2.8 and 1.5 Hz, 1H), 8.01 (ddd, J=8.4, 2.8 and 1.5 Hz, 1H), 7.92 (dd, J=6.9 and 1.5 Hz, 1H), 7.87 (m, 1H), 7.74 (d, J=2.4 Hz, 1H), 7.61 (ddd, J=8.4, 6.9 and 1.2 Hz, 1H), 7.37 (d, J=9.0 Hz, 1H), 6.97 (dd, J=9.0 and 2.4 Hz, 1H), 3.88 (s, 3H). The reactants are CN(C)CCCN, O=C(O)c1cccc(-c2nc(N3CCOCC3)nc3c2CCN3c2cccnc2)c1. The product is CN(C)CCCNC(=O)c1cccc(-c2nc(N3CCOCC3)nc3c2CCN3c2cccnc2)c1. RXN SMILES: [CH3:31][N:32]([CH2:33][CH2:34][CH2:35][NH2:36])[CH3:37].[O:1]1[CH2:2][CH2:3][N:4]([c:7]2[n:8][c:9](-[c:22]3[cH:23][c:24]([C:25](=[O:26])[OH:27])[cH:28][cH:29][cH:30]3)[c:10]3[c:11]([n:12]2)[N:13]([c:16]2[cH:17][n:18][cH:19][cH:20][cH:21]2)[CH2:14][CH2:15]3)[CH2:5][CH2:6]1>>[O:1]1[CH2:2][CH2:3][N:4]([c:7]2[n:8][c:9](-[c:22]3[cH:23][c:24]([C:25](=[O:27])[NH:36][CH2:35][CH2:34][CH2:33][N:32]([CH3:31])[CH3:37])[cH:28][cH:29][cH:30]3)[c:10]3[c:11]([n:12]2)[N:13]([c:16]2[cH:17][n:18][cH:19][cH:20][cH:21]2)[CH2:14][CH2:15]3)[CH2:5][CH2:6]1. Reactants: FC(C1=CC=C(CC(CC2=CC=C(C=C2)OP(O)(=O)C(F)F)(C(=O)C2=CC=C(C=C2)F)C2=CC=C(C=C2)C(=O)OC)C=C1)(P(=O)(O)O)F ((4-{2-{4-[difluoro(phosphono)methyl]benzyl}-3-(4-fluorophenyl)-2-[4-(methoxycarbonyl)phenyl]-3-oxopropyl}phenyl)(difluoro)methylphosphonic acid), [OH-].[Na+] (NaOH). Solvent: C1CCOC1.CO (THF MeOH). Run at time 18 hour. Product: FC(C1=CC=C(CC(C(=O)C2=CC=C(C=C2)F)(CC2=CC=C(C=C2)C(P(=O)(O)O)(F)F)C2=CC=C(C(=O)O)C=C2)C=C1)(P(=O)(O)O)F (4-[1,1-Bis{4-[difluoro(phosphono)methyl]benzyl}-2-(4-fluorophenyl)-2-oxoethyl]benzoic acid). RXN SMILES: [F:1][C:2]([F:48])([P:44]([OH:47])([OH:46])=[O:45])[C:3]1[CH:43]=[CH:42][C:6]([CH2:7][C:8]([C:32]2[CH:37]=[CH:36][C:35]([C:38]([O:40]C)=[O:39])=[CH:34][CH:33]=2)([C:23]([C:25]2[CH:30]=[CH:29][C:28]([F:31])=[CH:27][CH:26]=2)=[O:24])[CH2:9][C:10]2[CH:15]=[CH:14][C:13](OP(C(F)F)(=O)O)=[CH:12][CH:11]=2)=[CH:5][CH:4]=1.[OH-:49].[Na+]>C1COCC1.CO>[F:1][C:2]([F:48])([P:44]([OH:46])([OH:45])=[O:49])[C:13]1[CH:14]=[CH:15][C:10]([CH2:9][C:8]([C:32]2[CH:33]=[CH:34][C:35]([C:38]([OH:40])=[O:39])=[CH:36][CH:37]=2)([CH2:7][C:6]2[CH:5]=[CH:4][C:3]([C:2]([F:1])([F:48])[P:44]([OH:47])([OH:46])=[O:45])=[CH:43][CH:42]=2)[C:23]([C:25]2[CH:26]=[CH:27][C:28]([F:31])=[CH:29][CH:30]=2)=[O:24])=[CH:11][CH:12]=1 |f:1.2,3.4|. Procedure details: The compound of Example 10 (0.080 g, 0.112 mmol) was treated with NaOH in THF/MeOH at 60° C. After a period of 18 h, Dowex H+ was added. After a few minutes, the resin was filtered and the solvent evaporated to provide the title compound. Procedure details: Bis(phenylmethyl)2-(1-hydroxy-1-methylethyl)-1,4-piperazinedicarboxylate (1.7 g, 4.2 mmol) was dissolved in N,N-dimethylformamide (20 mL). 60% Sodium hydride (0.25 g, 6.3 mmol) was added thereto, and the mixture was stirred at room temperature for 2 hours. The reaction solution was diluted with ethyl acetate (200 ml), and then washed with an aqueous sodium hydrogen carbonate solution. The extract was washed with water, dried over magnesium sulfate and concentrated under reduced pressure. The res... The product is C1(=CC=CC=C1)COC(=O)N1CC2N(CC1)C(OC2(C)C)=O ((Phenylmethyl)tetrahydro-1,1-dimethyl-3-oxo-3H-oxazolo[3,4-a]pyrazine-7(1H)-carboxylate). Run at time 2 hour. Run in CN(C=O)C (N,N-dimethylformamide), C(C)(=O)OCC (ethyl acetate). The reactants are C1(=CC=CC=C1)COC(=O)N1C(CN(CC1)C(=O)OCC1=CC=CC=C1)C(C)(C)O (Bis(phenylmethyl)2-(1-hydroxy-1-methylethyl)-1,4-piperazinedicarboxylate), [H-].[Na+] (Sodium hydride). RXN SMILES: C1(C[O:8][C:9]([N:11]2[CH2:16][CH2:15][N:14]([C:17]([O:19][CH2:20][C:21]3[CH:26]=[CH:25][CH:24]=[CH:23][CH:22]=3)=[O:18])[CH2:13][CH:12]2[C:27](O)([CH3:29])[CH3:28])=[O:10])C=CC=CC=1.[H-].[Na+]>CN(C)C=O.C(OCC)(=O)C>[C:21]1([CH2:20][O:19][C:17]([N:14]2[CH2:15][CH2:16][N:11]3[C:9](=[O:8])[O:10][C:27]([CH3:29])([CH3:28])[CH:12]3[CH2:13]2)=[O:18])[CH:22]=[CH:23][CH:24]=[CH:25][CH:26]=1 |f:1.2|. The yield is 75.9%. The reactants are CC(=O)O, C=Cc1c(F)c(F)cc2c(=O)c(C(=O)OCC)cn(C3CC3)c12, O, O=S(=O)(O)O. Product: C=Cc1c(F)c(F)cc2c(=O)c(C(=O)O)cn(C3CC3)c12. As a reaction SMILES: [CH3:30][C:31](=[O:32])[OH:33].[CH:1]1([n:4]2[cH:5][c:6]([C:19](=[O:20])[O:21][CH2:22][CH3:23])[c:7](=[O:18])[c:8]3[cH:9][c:10]([F:17])[c:11]([F:16])[c:12]([CH:14]=[CH2:15])[c:13]23)[CH2:2][CH2:3]1.[OH2:24].[S:25](=[O:26])(=[O:27])([OH:28])[OH:29]>>[CH:1]1([n:4]2[cH:5][c:6]([C:19](=[O:20])[OH:21])[c:7](=[O:18])[c:8]3[cH:9][c:10]([F:17])[c:11]([F:16])[c:12]([CH:14]=[CH2:15])[c:13]23)[CH2:2][CH2:3]1.